This data is from the Open Reaction Database (ORD), a public repository of structured organic reaction records. The task is: describe an organic reaction: reactants, conditions, products, and yield Starting materials: obtained residue, C(C)(C)(C)OC(=O)\C(\CC(C(=O)O)C)=C/C(=C/C(CC(CC(CC(CC)C)C)C)C)/C ((4Z,6E)-4-(tert-Butoxycarbonyl)-2,6,8,10,12,14-hexamethylhexadec-4,6-dienoic Acid), C([O-])([O-])=O.[K+].[K+] (potassium carbonate), [Cl-].[NH4+] (ammonium chloride), C(CC(=O)OC(C)(C)C)(=O)OC(C)(C)C (di-tert-butyl malonate), C1CCC2=NCCCN2CC1 (DBU), [Cl-].[NH4+] (ammonium chloride), C(Br)(Br)(Br)Br (carbon tetrabromide). The solvent is CN(C)C=O (DMF), C1CCOC1 (THF). Conditions: time 1 hour. The product is C(=O)(O)\C(\CC(C(=O)OC(C(=O)O)C(=O)O)C)=C/C(=C/C(CC(CC(CC(CC)C)C)C)C)/C (2-{(4Z,6E)-4-Carboxy-2,6,8,10,12,14-hexamethylhexadec-4,6-dienoyloxy}malonic Acid). Yield: 7.9%. As a reaction SMILES: [C:1]([O:11]C(C)(C)C)(=[O:10])[CH2:2][C:3]([O:5]C(C)(C)C)=[O:4].C1CCN2C(=NCCC2)CC1.C(Br)(Br)(Br)Br.[Cl-].[NH4+].C([O:38][C:39](/[C:41](=[CH:48]\[C:49](\[CH3:64])=[CH:50]\[CH:51]([CH3:63])[CH2:52][CH:53]([CH3:62])[CH2:54][CH:55]([CH3:61])[CH2:56][CH:57]([CH3:60])[CH2:58][CH3:59])/[CH2:42][CH:43]([CH3:47])[C:44]([OH:46])=[O:45])=[O:40])(C)(C)C.C(=O)([O-])[O-].[K+].[K+]>CN(C=O)C.C1COCC1>[C:39](/[C:41](=[CH:48]\[C:49](\[CH3:64])=[CH:50]\[CH:51]([CH3:63])[CH2:52][CH:53]([CH3:62])[CH2:54][CH:55]([CH3:61])[CH2:56][CH:57]([CH3:60])[CH2:58][CH3:59])/[CH2:42][CH:43]([CH3:47])[C:44]([O:46][CH:2]([C:1]([OH:11])=[O:10])[C:3]([OH:5])=[O:4])=[O:45])([OH:38])=[O:40] |f:3.4,6.7.8|. Procedure: To di-tert-butyl malonate (0.207 mL, 0.925 mmol), THF (40 mL) and DBU (0.139 mL, 0.925) were added, and the resulting mixture was stirred at room temperature for 1 hour. The reaction mixture was cooled to −20° C., and carbon tetrabromide (207 mg, 0.925 mmol) was added thereto, and the resulting mixture was stirred at −20° C. for 2 hours. To the reaction mixture, a saturated aqueous ammonium chloride solution was added, and the resulting mixture was extracted with chloroform. The organic layer wa... The reactants are CCO, CCN, COc1ccc2c(c1)CCC(=O)C2, CCO, Cl, [H][H], O=[Pt]. Yields the product CCNC1CCc2cc(OC)ccc2C1, Cl. As a reaction SMILES: [CH2:14]([OH:15])[CH3:16].[CH2:17]([CH3:18])[NH2:19].[CH3:1][O:2][c:3]1[cH:4][c:5]2[c:10]([cH:11][cH:12]1)[CH2:9][C:8](=[O:13])[CH2:7][CH2:6]2.[CH3:20][CH2:21][OH:22].[ClH:25].[H:23][H:24].[Pt:26]=[O:27]>>[CH3:1][O:2][c:3]1[cH:4][c:5]2[c:10]([cH:11][cH:12]1)[CH2:9][CH:8]([NH:19][CH2:17][CH3:18])[CH2:7][CH2:6]2.[ClH:25]. Reactants: BrC=1C(=NN(C1CC(C)(C)C#N)CCOC)C#N (4-bromo-5-(2-cyano-2-methylpropyl)-1-(2-methoxyethyl)-1H-pyrazole-3-carbonitrile), Cl.NC1=C(C=CC=C1)B(O)O (2-aminophenylboronic acid hydrochloride). Conditions: time 1 hour. Product: NC1=NC=2C=CC=CC2C=2C1=NN(C2CC(C#N)(C)C)CCOC (3-[4-Amino-2-(2-methoxyethyl)-2H-pyrazolo[3,4-c]quinolin-1-yl]-2,2-dimethylpropanenitrile). Yield: 41.8%. Reaction SMILES: Br[C:2]1[C:3]([C:17]#[N:18])=[N:4][N:5]([CH2:13][CH2:14][O:15][CH3:16])[C:6]=1[CH2:7][C:8]([C:11]#[N:12])([CH3:10])[CH3:9].Cl.[NH2:20][C:21]1[CH:26]=[CH:25][CH:24]=[CH:23][C:22]=1B(O)O>>[NH2:18][C:17]1[C:3]2=[N:4][N:5]([CH2:13][CH2:14][O:15][CH3:16])[C:6]([CH2:7][C:8]([CH3:10])([CH3:9])[C:11]#[N:12])=[C:2]2[C:22]2[CH:23]=[CH:24][CH:25]=[CH:26][C:21]=2[N:20]=1 |f:1.2|. Procedure details: A modification of the method described in Part B of Example 1283 was used to couple 4-bromo-5-(2-cyano-2-methylpropyl)-1-(2-methoxyethyl)-1H-pyrazole-3-carbonitrile (1.56 g, 5.00 mmol) with 2-aminophenylboronic acid hydrochloride (1.73 g, 10.0 mmol). The reaction was completed in one hour. The coupling product was purified by IFC (silica cartridge, eluting with 50% to 90% ethyl acetate in hexane). The reaction with hydrogen chloride was heated at reflux for two hours and allowed to cool to room ... The reactants are ClC1=CC(=NC(=C1C#N)C1=CC=C(C=C1)OC1=CC=CC=C1)Cl (4,6-dichloro-2-(4-phenoxyphenyl)nicotinonitrile), COC1=CC=C(C=C1)B(O)O (4-methoxyphenylboronic acid), P(=O)([O-])([O-])[O-].[K+].[K+].[K+] (potassium phosphate). Reagents/catalysts: C1(=CC=CC=C1)P(C1=CC=CC=C1)C1=CC=CC=C1.C1(=CC=CC=C1)P(C1=CC=CC=C1)C1=CC=CC=C1.C1(=CC=CC=C1)P(C1=CC=CC=C1)C1=CC=CC=C1.C1(=CC=CC=C1)P(C1=CC=CC=C1)C1=CC=CC=C1.[Pd] (palladium tetrakis(triphenylphosphine)). The solvent is CN(C=O)C (N,N-dimethylformamide). Conditions: temperature 90 celsius, time 19 hour. The product is ClC1=CC(=NC(=C1C#N)C1=CC=C(C=C1)OC1=CC=CC=C1)C1=CC=C(C=C1)OC (4-chloro-6-(4-methoxyphenyl)-2-(4-phenoxyphenyl)nicotinonitrile). The yield is 25.5%. As a reaction SMILES: [Cl:1][C:2]1[C:7]([C:8]#[N:9])=[C:6]([C:10]2[CH:15]=[CH:14][C:13]([O:16][C:17]3[CH:22]=[CH:21][CH:20]=[CH:19][CH:18]=3)=[CH:12][CH:11]=2)[N:5]=[C:4](Cl)[CH:3]=1.[CH3:24][O:25][C:26]1[CH:31]=[CH:30][C:29](B(O)O)=[CH:28][CH:27]=1.P([O-])([O-])([O-])=O.[K+].[K+].[K+]>CN(C)C=O.C1(P(C2C=CC=CC=2)C2C=CC=CC=2)C=CC=CC=1.C1(P(C2C=CC=CC=2)C2C=CC=CC=2)C=CC=CC=1.C1(P(C2C=CC=CC=2)C2C=CC=CC=2)C=CC=CC=1.C1(P(C2C=CC=CC=2)C2C=CC=CC=2)C=CC=CC=1.[Pd]>[Cl:1][C:2]1[C:7]([C:8]#[N:9])=[C:6]([C:10]2[CH:15]=[CH:14][C:13]([O:16][C:17]3[CH:22]=[CH:21][CH:20]=[CH:19][CH:18]=3)=[CH:12][CH:11]=2)[N:5]=[C:4]([C:29]2[CH:30]=[CH:31][C:26]([O:25][CH3:24])=[CH:27][CH:28]=2)[CH:3]=1 |f:2.3.4.5,7.8.9.10.11|. Reported procedure: A mixture of 4,6-dichloro-2-(4-phenoxyphenyl)nicotinonitrile (56.8 mg, 0.166 mmol), 4-methoxyphenylboronic acid (26.2 mg, 0.172 mmol), potassium phosphate (0.052 mL, 0.629 mmol) and palladium tetrakis(triphenylphosphine) (9.5 mg, 8.22 μmol) in N,N-dimethylformamide (2 mL) was pumped under vacuum and backfilled with nitrogen twice, and heated to 90° C. under nitrogen. After 19 h at 90° C., the mixture was concentrated. The residue was purified by preparative TLC (30% ethyl acetate in hexanes, Wha... The reactants are CCc1ccc(CC(C)(C)O)cc1, CC#N, CC(=O)O, [Na+], [OH-], O, O=S(=O)(O)O. Yields the product CCc1ccc(CC(C)(C)NC(C)=O)cc1. As a reaction SMILES: [CH2:6]([CH3:7])[c:8]1[cH:9][cH:10][c:11]([CH2:14][C:15]([CH3:16])([OH:17])[CH3:18])[cH:12][cH:13]1.[CH3:19][C:20]#[N:21].[CH3:24][C:25](=[O:26])[OH:27].[Na+:23].[OH-:22].[OH2:28].[S:1](=[O:2])(=[O:3])([OH:4])[OH:5]>>[CH2:6]([CH3:7])[c:8]1[cH:9][cH:10][c:11]([CH2:14][C:15]([CH3:16])([CH3:18])[NH:21][C:20]([CH3:19])=[O:22])[cH:12][cH:13]1. Reactants: [H-].C(C(C)C)[Al+]CC(C)C (diisobutylaluminium hydride), ClC=1C(=C2N=C(C(=NC2=CC1Cl)OC)OC)CN1N=NC(=C1)C(=O)OC (6,7-dichloro-2,3-dimethoxy-5-[(4-methoxycarbonyl-1,2,3-triazol-1-yl)methyl]quinoxaline), [Cl-].[NH4+] (ammonium chloride). Run in CO (methanol). Reaction conditions: time 2.25 hour. Yields the product ClC=1C(=C2N=C(C(=NC2=CC1Cl)OC)OC)CN1N=NC(=C1)C=O (6,7-dichloro-2,3-dimethoxy-5[(4-formyl-1,2,3-triazol-1-yl)methyl]quinoxaline). The yield is 97.6%. Reaction SMILES: [H-].C([Al+]CC(C)C)C(C)C.[Cl:11][C:12]1[C:13]([CH2:27][N:28]2[CH:32]=[C:31]([C:33](OC)=[O:34])[N:30]=[N:29]2)=[C:14]2[C:19](=[CH:20][C:21]=1[Cl:22])[N:18]=[C:17]([O:23][CH3:24])[C:16]([O:25][CH3:26])=[N:15]2.[Cl-].[NH4+]>CO>[Cl:11][C:12]1[C:13]([CH2:27][N:28]2[CH:32]=[C:31]([CH:33]=[O:34])[N:30]=[N:29]2)=[C:14]2[C:19](=[CH:20][C:21]=1[Cl:22])[N:18]=[C:17]([O:23][CH3:24])[C:16]([O:25][CH3:26])=[N:15]2 |f:0.1,3.4|. Reported procedure: A solution of diisobutylaluminium hydride (1M in dichloromethane, 9 mL, 9 mmol) was added dropwise to a stirred suspension of 6,7-dichloro-2,3-dimethoxy-5-[(4-methoxycarbonyl-1,2,3-triazol-1-yl)methyl]quinoxaline (1.087 g, 2.73 mmol) under nitrogen at -78° C. After 2.25 hours, methanol (5 mL) was added, followed by saturated aqueous ammonium chloride (25 mL) 5 minutes later. The mixture was allowed to warm to room temperature, filtered through Arbocel filter aid, washing the filter cake with dic... Starting materials: [OH-].[Na+] (sodium hydroxide), C12NCCC2CN(C1)C(=O)OC(C)(C)C (tert.-butyl 2,7-diazabicyclo[3.3.0]octane-7-carboxylate), ClC(=O)OCC (ethyl chloroformate). Solvent: O (water), C1(=CC=CC=C1)C (toluene). Conditions: time 3 hour. Yields the product C12N(CCC2CN(C1)C(=O)OC(C)(C)C)C(=O)OCC (2-Ethyl 7-tert.-butyl 2,7-diazabicyclo[3.3.0]octane-2,7-dicarboxylate). RXN SMILES: [CH:1]12[CH2:8][N:7]([C:9]([O:11][C:12]([CH3:15])([CH3:14])[CH3:13])=[O:10])[CH2:6][CH:5]1[CH2:4][CH2:3][NH:2]2.[OH-].[Na+].Cl[C:19]([O:21][CH2:22][CH3:23])=[O:20]>C1(C)C=CC=CC=1.O>[CH:1]12[CH2:8][N:7]([C:9]([O:11][C:12]([CH3:15])([CH3:14])[CH3:13])=[O:10])[CH2:6][CH:5]1[CH2:4][CH2:3][N:2]2[C:19]([O:21][CH2:22][CH3:23])=[O:20] |f:1.2|. Procedure: 13 g (61.2 mmol) of tert.-butyl 2,7-diazabicyclo[3.3.0]octane-7-carboxylate are dissolved in 100 ml of toluene, a solution of 3 g of sodium hydroxide in 20 ml of water is added and 7 g (64.5 mmol) of ethyl chloroformate are added dropwise at room temperature. The mixture is stirred for three hours at room temperature, and the aqueous phase is separated off and extracted twice with 100 ml of methylene chloride each time. The organic solutions are dried over magnesium sulphate and concentrated, an...